This data is from the Open Reaction Database (ORD), a public repository of structured organic reaction records. The task is: describe an organic reaction: reactants, conditions, products, and yield The reactants are OC1=C(C(C=CC2=CC(=C(C(=C2)OC)OCC2=CC=CC=C2)OC)=O)C=CC(=C1)I (2′-Hydroxy-4′-iodo-4-benzyloxy-3,5-dimethoxy chalcone), [OH-].[Na+] (sodium hydroxide), OO (hydrogen peroxide), Cl (HCl). Solvent: CO (methanol). Conditions: temperature 0 celsius, time 24 hour. The product is OC1=C(OC2=CC(=CC=C2C1=O)I)C1=CC(=C(C(=C1)OC)OCC1=CC=CC=C1)OC (3-hydroxy-7-iodo-(4-benzyloxy-3,5-dimethoxyphenyl)-chromen-4-one). The yield is 99.0%. Reaction SMILES: [OH:1][C:2]1[CH:29]=[C:28]([I:30])[CH:27]=[CH:26][C:3]=1[C:4](=[O:25])[CH:5]=[CH:6][C:7]1[CH:12]=[C:11]([O:13][CH3:14])[C:10]([O:15][CH2:16][C:17]2[CH:22]=[CH:21][CH:20]=[CH:19][CH:18]=2)=[C:9]([O:23][CH3:24])[CH:8]=1.[OH-:31].[Na+].OO.Cl>CO>[OH:31][C:5]1[C:4](=[O:25])[C:3]2[C:2](=[CH:29][C:28]([I:30])=[CH:27][CH:26]=2)[O:1][C:6]=1[C:7]1[CH:12]=[C:11]([O:13][CH3:14])[C:10]([O:15][CH2:16][C:17]2[CH:22]=[CH:21][CH:20]=[CH:19][CH:18]=2)=[C:9]([O:23][CH3:24])[CH:8]=1 |f:1.2|. Procedure details: To a stirring solution of 33 (0.85 g, 1.6 mmol) in methanol (17 ml) and 16% aqueous sodium hydroxide solution (2.2 ml, 8.8 mmol, 5.3 equ) at 0° C. was added 15% aqueous hydrogen peroxide (2.2 ml, 9.7 mmol, 5.9 equ) dropwise. The solution was stirred at 0° C. for ten minutes then sealed and placed in a refrigerator for 24 hours. The reaction was then acidified (1N HCl) and extracted with dichloromethane (2×). The organic layer was then dried (MgSO4) and concentrated to give a dark yellow foam. Th... The reactants are O=C(CCCCl)c1ccc(Cl)cc1, O=C(NCC1CNCCO1)Nc1ccc(Cl)cc1. The product is O=C(NCC1CN(CCCC(=O)c2ccc(Cl)cc2)CCO1)Nc1ccc(Cl)cc1. Reaction SMILES: [Cl:19][CH2:20][CH2:21][CH2:22][C:23](=[O:24])[c:25]1[cH:26][cH:27][c:28]([Cl:31])[cH:29][cH:30]1.[Cl:1][c:2]1[cH:3][cH:4][c:5]([NH:8][C:9](=[O:10])[NH:11][CH2:12][CH:13]2[O:14][CH2:15][CH2:16][NH:17][CH2:18]2)[cH:6][cH:7]1>>[Cl:1][c:2]1[cH:3][cH:4][c:5]([NH:8][C:9](=[O:10])[NH:11][CH2:12][CH:13]2[O:14][CH2:15][CH2:16][N:17]([CH2:20][CH2:21][CH2:22][C:23](=[O:24])[c:25]3[cH:26][cH:27][c:28]([Cl:31])[cH:29][cH:30]3)[CH2:18]2)[cH:6][cH:7]1. The reactants are Brc1ccc2sccc2c1, O=C([O-])[O-], CCOC(=O)CC(=O)OCC, CC(C)(C)P(C(C)(C)C)C(C)(C)C, CCOC(C)=O, COCCOC, CCCCCC, Cl, [Cs+], [Cs+], O=C(C=Cc1ccccc1)C=Cc1ccccc1, O=C(C=Cc1ccccc1)C=Cc1ccccc1, O=C(C=Cc1ccccc1)C=Cc1ccccc1, O, [Pd], [Pd]. Product: CCOC(=O)C(C(=O)OCC)c1ccc2sccc2c1. RXN SMILES: [Br:26][c:27]1[cH:28][cH:29][c:30]2[c:31]([cH:32][cH:33][s:34]2)[cH:35]1.[C:20](=[O:21])([O-:22])[O-:23].[C:36]([CH2:37][C:38](=[O:39])[O:40][CH2:41][CH3:42])(=[O:43])[O:44][CH2:45][CH3:46].[C:7]([P:8]([C:9]([CH3:10])([CH3:11])[CH3:12])[C:13]([CH3:14])([CH3:15])[CH3:16])([CH3:17])([CH3:18])[CH3:19].[CH3:104][CH2:105][O:106][C:107](=[O:108])[CH3:109].[CH3:111][O:112][CH2:113][CH2:114][O:115][CH3:116].[CH3:1][CH2:2][CH2:3][CH2:4][CH2:5][CH3:6].[ClH:47].[Cs+:24].[Cs+:25].[O:50]=[C:51]([CH:52]=[CH:53][c:54]1[cH:55][cH:56][cH:57][cH:58][cH:59]1)[CH:60]=[CH:61][c:62]1[cH:63][cH:64][cH:65][cH:66][cH:67]1.[O:68]=[C:69]([CH:70]=[CH:71][c:72]1[cH:73][cH:74][cH:75][cH:76][cH:77]1)[CH:78]=[CH:79][c:80]1[cH:81][cH:82][cH:83][cH:84][cH:85]1.[O:86]=[C:87]([CH:88]=[CH:89][c:90]1[cH:91][cH:92][cH:93][cH:94][cH:95]1)[CH:96]=[CH:97][c:98]1[cH:99][cH:100][cH:101][cH:102][cH:103]1.[OH2:110].[Pd:48].[Pd:49]>>[c:27]1([CH:37]([C:36](=[O:43])[O:44][CH2:45][CH3:46])[C:38](=[O:39])[O:40][CH2:41][CH3:42])[cH:28][cH:29][c:30]2[c:31]([cH:32][cH:33][s:34]2)[cH:35]1. The reactants are CC1=CC(=NC(=C1)CCN1C(C=2C(C1=O)=CC=CC2)=O)N2C(=CC=C2C)C (4-methyl-2-(2,5-dimethylpyrrol-1-yl)-6-(2-phthalimidoethyl)pyridine), NN (hydrazine), ClCCl (Dichloromethane). Run in CO (methanol). Conditions: time 8 hour. Product: NCCC1=CC(=CC(=N1)N1C(=CC=C1C)C)C (6-(2-aminoethyl)-4-methyl-2-(2,5-dimethylpyrrol-1-yl)pyridine). The yield is 68.5%. Reaction SMILES: [CH3:1][C:2]1[CH:7]=[C:6]([CH2:8][CH2:9][N:10]2C(=O)C3=CC=CC=C3C2=O)[N:5]=[C:4]([N:21]2[C:25]([CH3:26])=[CH:24][CH:23]=[C:22]2[CH3:27])[CH:3]=1.NN.ClCCl>CO>[NH2:10][CH2:9][CH2:8][C:6]1[N:5]=[C:4]([N:21]2[C:25]([CH3:26])=[CH:24][CH:23]=[C:22]2[CH3:27])[CH:3]=[C:2]([CH3:1])[CH:7]=1. Procedure: To a solution of 4-methyl-2-(2,5-dimethylpyrrol-1-yl)-6-(2-phthalimidoethyl)pyridine (100 mg, 0.28 mmol) in 1.0 mL of methanol under nitrogen at room temperature was added hydrazine (0.018 mL, 0.56 mmol) via syringe. The mixture was stirred at room temperature overnight. Dichloromethane (2.0 mL) was added to the reaction. The precipitate was removed by filtration and washed with another 2 mL of dichloromethane. The combined filtrates were concentrated. The resulting residue was chromatographed o...